From a dataset of the Open Reaction Database (ORD), a public repository of structured organic reaction records. describe an organic reaction: reactants, conditions, products, and yield Starting materials: ClC1=C(C=C(C=C1)CNC(=O)C1CC1)NNC(=O)OC(C)(C)C (tert-butyl 2-(2-chloro-5-(cyclopropanecarboxamidomethyl)phenyl)hydrazinecarboxylate), FC1=C(C(=O)N=C=O)C=CC(=C1)C(F)(F)F (2-fluoro-4-(trifluoromethyl)benzoyl isocyanate), C(=O)(C(F)(F)F)O (TFA). Run in C(Cl)Cl (DCM). The product is ClC1=C(C=C(CNC(=O)C2CC2)C=C1)N1N=C(NC1=O)C1=C(C=C(C=C1)C(F)(F)F)F (N-(4-Chloro-3-(3-(2-fluoro-4-(trifluoromethyl)phenyl)-5-oxo-4,5-dihydro-1H-1,2,4-triazol-1-yl)benzyl)cyclopropanecarboxamide). The yield is 58.2%. RXN SMILES: [Cl:1][C:2]1[CH:7]=[CH:6][C:5]([CH2:8][NH:9][C:10]([CH:12]2[CH2:14][CH2:13]2)=[O:11])=[CH:4][C:3]=1[NH:15][NH:16]C(OC(C)(C)C)=O.[F:24][C:25]1[CH:35]=[C:34]([C:36]([F:39])([F:38])[F:37])[CH:33]=[CH:32][C:26]=1[C:27]([N:29]=[C:30]=[O:31])=O.C(O)(C(F)(F)F)=O>C(Cl)Cl>[Cl:1][C:2]1[CH:7]=[CH:6][C:5]([CH2:8][NH:9][C:10]([CH:12]2[CH2:14][CH2:13]2)=[O:11])=[CH:4][C:3]=1[N:15]1[C:30](=[O:31])[NH:29][C:27]([C:26]2[CH:32]=[CH:33][C:34]([C:36]([F:39])([F:38])[F:37])=[CH:35][C:25]=2[F:24])=[N:16]1. Procedure details: The title compound was prepared by following the procedure as described for Example-83 by using tert-butyl 2-(2-chloro-5-(cyclopropanecarboxamidomethyl)phenyl)hydrazinecarboxylate (step-7 of Intermediate-48, 0.060 g, 0.17 mmol), 2-fluoro-4-(trifluoromethyl)benzoyl isocyanate (Intermediate-56, 0.035 g, 0.82 mmol), DCM (10 mL) and TFA (3 mL) to afford 0.045 g of desired product. 1H NMR (400 MHz, DMSO d6): δ 0.67 (m, 4H), 1.60 (m, 1H), 4.3 (d, J=5.9 Hz, 2H), 7.37 (d, J=6.4 Hz, 1H), 7.46 (s, 1H), 7....